This data is from the Open Reaction Database (ORD), a public repository of structured organic reaction records. The task is: describe an organic reaction: reactants, conditions, products, and yield The reactants are anhydride, [C@@H]1([C@@H]([C@@H]([C@@H]([C@H]([C@@H]1O)O)O)O)O)O (inositol), maltodextrin, C([C@H](O)[C@@H](O)[C@H](O)CO)O (xylitol), maltodextrin. Yields the product C([C@H](O)[C@@H](O)[C@@H](O)[C@H](O)CO)O (Galactitol). Reaction SMILES: C(O)[C@@H]([C@H]([C@@H](CO)O)O)O.[C@@H:11]1([OH:22])[C@@H:16]([OH:17])[C@H:15]([OH:18])[C@@H:14]([OH:19])[C@@H:13]([OH:20])[C@H:12]1[OH:21]>>[CH2:12]([OH:21])[C@@H:13]([C@H:14]([C@H:15]([C@@H:16]([CH2:11][OH:22])[OH:17])[OH:18])[OH:19])[OH:20]. Procedure: A total of 500 mg per vial of CPA, taken as the anhydride, was mixed with one of the following excipients: (A) 250 mg per vial maltodextrin, or (B) 500 mg per vial maltodextrin. Starting materials: O=C([O-])[O-], COCCOC, O=C1Nc2cccc(I)c2C1=Cc1ccc[nH]1, [Na+], [Na+], OB(O)c1ccc(O)cc1. Product: O=C1Nc2cccc(-c3ccc(O)cc3)c2C1=Cc1ccc[nH]1. As a reaction SMILES: [C:18](=[O:19])([O-:20])[O-:21].[CH3:34][O:35][CH2:36][CH2:37][O:38][CH3:39].[I:1][c:2]1[c:3]2[c:7]([cH:8][cH:9][cH:10]1)[NH:6][C:5](=[O:11])[C:4]2=[CH:12][c:13]1[nH:14][cH:15][cH:16][cH:17]1.[Na+:22].[Na+:23].[OH:24][c:25]1[cH:26][cH:27][c:28]([B:31]([OH:32])[OH:33])[cH:29][cH:30]1>>[c:2]1(-[c:28]2[cH:27][cH:26][c:25]([OH:24])[cH:30][cH:29]2)[c:3]2[c:7]([cH:8][cH:9][cH:10]1)[NH:6][C:5](=[O:11])[C:4]2=[CH:12][c:13]1[nH:14][cH:15][cH:16][cH:17]1.